This data is from the Open Reaction Database (ORD), a public repository of structured organic reaction records. The task is: describe an organic reaction: reactants, conditions, products, and yield The reactants are C(CCCCCCCCCCC)[Mg]Br (dodecylmagnesium bromide), COC1=C(C=CC=C1)C=1OCC(N1)(C)C (2-(2-methoxyphenyl)-4,4-dimethyloxazoline). The solvent is O1CCCC1 (tetrahydrofuran), O1CCCC1 (tetrahydrofuran). Reaction conditions: time 20 hour. Product: C(CCCCCCCCCCC)C1=C(C=CC=C1)C=1OCC(N1)(C)C (2-(2-Dodecylphenyl)-4,4-dimethyloxazoline). Reaction SMILES: [CH2:1]([Mg]Br)[CH2:2][CH2:3][CH2:4][CH2:5][CH2:6][CH2:7][CH2:8][CH2:9][CH2:10][CH2:11][CH3:12].CO[C:17]1[CH:22]=[CH:21][CH:20]=[CH:19][C:18]=1[C:23]1[O:24][CH2:25][C:26]([CH3:29])([CH3:28])[N:27]=1>O1CCCC1>[CH2:1]([C:17]1[CH:22]=[CH:21][CH:20]=[CH:19][C:18]=1[C:23]1[O:24][CH2:25][C:26]([CH3:29])([CH3:28])[N:27]=1)[CH2:2][CH2:3][CH2:4][CH2:5][CH2:6][CH2:7][CH2:8][CH2:9][CH2:10][CH2:11][CH3:12]. Reported procedure: To freshly prepared dodecylmagnesium bromide (from 30.13 mmoles of dodecyl bromide and 26.20 mmoles of magnesium) in distilled tetrahydrofuran (50 ml) was added 2-(2-methoxyphenyl)-4,4-dimethyloxazoline [A. I. Meyers et al., J. Org. Chem., 43, 1372 (1978)] (17.88 mmoles) in tetrahydrofuran (30 ml). The resultant yellow solution was stirred under argon at ambient temperature for 20 hours. The solution was cooled in an ice water bath and quenched with aqueous ammonium chloride (100 ml). The reacti...